describe an organic reaction: reactants, conditions, products, and yield From a dataset of the Open Reaction Database (ORD), a public repository of structured organic reaction records. Reactants: ClC=1C=CC(=C(N)C1)[N+](=O)[O-] (5-chloro-2-nitroaniline), FC(C(=O)O)(F)F (TFA), COC(C)(C)OC (2,2-dimethoxypropane), ClC=1C=CC(=C(N)C1)[N+](=O)[O-] (5-chloro-2-nitroaniline), COC(C)(C)OC (2,2-dimethoxypropane), FC(C(=O)O)(F)F (trifluoroacetic acid). Run in N1=CC=CC=C1 (pyridine), N1=CC=CC=C1 (pyridine), CCOC(=O)C.CCCCCC (EtOAc hexane), C1(=CC=CC=C1)C (toluene). Reaction conditions: time 1 hour. Product: ClC=1C=CC(=C(NC(C)C)C1)[N+](=O)[O-] (5-chloro-N-isopropyl-2-nitroaniline). The yield is 61.5%. RXN SMILES: [Cl:1][C:2]1[CH:3]=[CH:4][C:5]([N+:9]([O-:11])=[O:10])=[C:6]([CH:8]=1)[NH2:7].CO[C:14](OC)([CH3:16])[CH3:15].FC(F)(F)C(O)=O>C1(C)C=CC=CC=1.N1C=CC=CC=1.CCOC(C)=O.CCCCCC>[Cl:1][C:2]1[CH:3]=[CH:4][C:5]([N+:9]([O-:11])=[O:10])=[C:6]([CH:8]=1)[NH:7][CH:14]([CH3:16])[CH3:15] |f:5.6|. Procedure: 5-chloro-2-nitroaniline (8.6 g; 0.05 mole), 2,2-dimethoxypropane (10.0 ml; 0.09 mole) and trifluoroacetic acid [TFA] (4.0 ml; 0.005 moles) were dissolved in toluene (100 ml) and stirred for 1 hr. A boron/pyridine complex (hereinafter BH3 * pyridine) (5.0 ml; 0.05 moles) was added in 1.0 ml increments. The reaction was exothermic, and the reaction progress was monitored by tlc (40%EtOAc/hexane). Additional TFA, BH3 * pyridine and 2,2-dimethoxypropane were added until the tlc indicated that the 5-... The reactants are Cl.FC(C=1C=C(CO[C@@H]2[C@@H](CNCC2)C2=CC=CC=C2)C=C(C1)C(F)(F)F)(F)F (cis-4-[[3,5-Bis(trifluoromethyl)benzyl]oxy]-3-phenylpiperidine hydrochloride), BrCC(=O)OCC (ethyl bromoacetate). Product: C(C)OC(CN1C[C@H]([C@H](CC1)OCC1=CC(=CC(=C1)C(F)(F)F)C(F)(F)F)C1=CC=CC=C1)=O ([cis-4-[[3,5-Bis(trifluoromethyl)benzyl]oxy]-3-phenyl-1-piperidinyl]acetic acid ethyl ester). Isolated yield 42.8%. Reaction SMILES: Cl.[F:2][C:3]([F:29])([F:28])[C:4]1[CH:5]=[C:6]([CH:21]=[C:22]([C:24]([F:27])([F:26])[F:25])[CH:23]=1)[CH2:7][O:8][C@H:9]1[CH2:14][CH2:13][NH:12][CH2:11][C@H:10]1[C:15]1[CH:20]=[CH:19][CH:18]=[CH:17][CH:16]=1.Br[CH2:31][C:32]([O:34][CH2:35][CH3:36])=[O:33]>>[CH2:35]([O:34][C:32](=[O:33])[CH2:31][N:12]1[CH2:13][CH2:14][C@H:9]([O:8][CH2:7][C:6]2[CH:21]=[C:22]([C:24]([F:27])([F:25])[F:26])[CH:23]=[C:4]([C:3]([F:2])([F:28])[F:29])[CH:5]=2)[C@H:10]([C:15]2[CH:16]=[CH:17][CH:18]=[CH:19][CH:20]=2)[CH2:11]1)[CH3:36] |f:0.1|. Procedure details: The compound (0.21 g) obtained in Example 1 and ethyl bromoacetate (0.17 g) were reacted and treated in the same manner as in the method described in Example 7 to obtain the title compound as colorless oil (0.10 g, 42%). Starting materials: C(#N)[BH3-].[Na+] (sodium cyanoborohydride), C(C)(=O)O (acetic acid), C(CC)=O (propionaldehyde), Cl.COC(C1=CC=C(C=C1)CN)=O (4-aminomethylbenzoic acid methyl ester hydrochloride). Run in CO (methanol). The product is C(CC)N(CCC)CC1=CC=C(C(=O)OC)C=C1 (methyl 4-dipropylaminomethylbenzoate). RXN SMILES: Cl.[CH3:2][O:3][C:4](=[O:13])[C:5]1[CH:10]=[CH:9][C:8]([CH2:11][NH2:12])=[CH:7][CH:6]=1.[C:14]([BH3-])#N.[Na+].[C:18](O)(=O)[CH3:19].[CH:22](=O)[CH2:23][CH3:24]>CO>[CH2:22]([N:12]([CH2:11][C:8]1[CH:9]=[CH:10][C:5]([C:4]([O:3][CH3:2])=[O:13])=[CH:6][CH:7]=1)[CH2:14][CH2:18][CH3:19])[CH2:23][CH3:24] |f:0.1,2.3|. Procedure: In anhydrous methanol (30 ml), 4-aminomethylbenzoic acid methyl ester hydrochloride (1.15 g) was dissolved. Then, the solution was added with sodium cyanoborohydride (1.08 g), acetic acid (5.00 ml), and propionaldehyde (1.03 ml), followed by stirring under a nitrogen atmosphere at room temperature for 1 week. After completion of the reaction, the solvent was distilled off and the residue was then dissolved in chloroform, followed by the addition of a 1 mol/l sodium hydroxide aqueous solution to ... The reactants are Cl.Cl.CN1CCN(CC1)C(=O)C1CCNCC1 ((4-methylpiperazin-1-yl)-(4-piperidyl)methanone dihydrochloride), Cl.BrC=1C=NC=C(C1Cl)F (3-bromo-4-chloro-5-fluoropyridine hydrochloride), C([O-])([O-])=O.[K+].[K+] (dipotassium carbonate). Run in CN1CCCC1=O (NMP). Reaction conditions: temperature 150 celsius. The product is BrC=1C=NC=C(C1N1CCC(CC1)C(=O)N1CCN(CC1)C)F ((1-(3-bromo-5-fluoropyridin-4-yl)piperidin-4-yl)(4-methylpiperazin-1-yl)methanone). RXN SMILES: Cl.Cl.[CH3:3][N:4]1[CH2:9][CH2:8][N:7]([C:10]([CH:12]2[CH2:17][CH2:16][NH:15][CH2:14][CH2:13]2)=[O:11])[CH2:6][CH2:5]1.Cl.[Br:19][C:20]1[CH:21]=[N:22][CH:23]=[C:24]([F:27])[C:25]=1Cl.C(=O)([O-])[O-].[K+].[K+]>CN1C(=O)CCC1>[Br:19][C:20]1[CH:21]=[N:22][CH:23]=[C:24]([F:27])[C:25]=1[N:15]1[CH2:16][CH2:17][CH:12]([C:10]([N:7]2[CH2:6][CH2:5][N:4]([CH3:3])[CH2:9][CH2:8]2)=[O:11])[CH2:13][CH2:14]1 |f:0.1.2,3.4,5.6.7|. Reported procedure: A mixture of (4-methylpiperazin-1-yl)-(4-piperidyl)methanone dihydrochloride (50.65 g, 178.2 mmol), 3-bromo-4-chloro-5-fluoro-pyridine hydrochloride 18 (40 g, 162 mmol) and dipotassium carbonate (94.04 g, 680.4 mmol) in NMP (400 mL) was heated at 150° C. overnight. The mixture was cooled to room temperature then filtered to remove inorganic salts and the filtrate was concentrated in vacuo. The residue was dissolved in EtOAc (800 mL), washed with brine (100 mL×4), dried (MgSO4), filtered and conc... Reactants: C#CCO, [Cl-], CCOC(=O)c1csc(Cl)n1, [H-], [NH4+], [Na+], C1CCOC1. Yields the product C#CCOc1nc(C(=O)OCC)cs1. As a reaction SMILES: [CH2:1]([C:2]#[CH:3])[OH:4].[Cl-:18].[Cl:7][c:8]1[s:9][cH:10][c:11]([C:13](=[O:14])[O:15][CH2:16][CH3:17])[n:12]1.[H-:5].[NH4+:19].[Na+:6].[O:20]1[CH2:21][CH2:22][CH2:23][CH2:24]1>>[CH2:1]([C:2]#[CH:3])[O:4][c:8]1[s:9][cH:10][c:11]([C:13](=[O:14])[O:15][CH2:16][CH3:17])[n:12]1. Starting materials: Fc1c(F)c(F)c(Br)c(F)c1F, [Li]CCCC, CCc1cc2ccccn2n1, CCCCCC, CCOC(C)=O, C1CCOC1, O. The product is CCc1cc2cccc(Br)n2n1. As a reaction SMILES: [Br:23][c:24]1[c:25]([F:26])[c:27]([F:28])[c:29]([F:30])[c:31]([F:32])[c:33]1[F:34].[CH2:12]([Li:13])[CH2:14][CH2:15][CH3:16].[CH2:1]([CH3:2])[c:3]1[n:4][n:5]2[c:6]([cH:7][cH:8][cH:9][cH:10]2)[cH:11]1.[CH3:17][CH2:18][CH2:19][CH2:20][CH2:21][CH3:22].[CH3:41][CH2:42][O:43][C:44](=[O:45])[CH3:46].[O:35]1[CH2:36][CH2:37][CH2:38][CH2:39]1.[OH2:40]>>[CH2:1]([CH3:2])[c:3]1[n:4][n:5]2[c:6]([cH:7][cH:8][cH:9][c:10]2[Br:23])[cH:11]1.